Dataset: the Open Reaction Database (ORD), a public repository of structured organic reaction records. Task: describe an organic reaction: reactants, conditions, products, and yield The reactants are OC1=CC=C(C(=O)OCC)C=C1 (ethyl 4-hydroxybenzoate), C1(CC1)Br (cyclopropyl bromide), C1(CC1)OC1=CC=C(C(=O)OCC)C=C1 (ethyl 4-cyclopropyloxy-benzoate), C([O-])([O-])=O.[K+].[K+] (potassium carbonate), [I-].[K+] (potassium iodide). The solvent is CN(C=O)C (dimethylformamide). Product: C1(CC1)OC1=CC=C(C(=O)O)C=C1 (4-cyclopropyloxybenzoic acid). RXN SMILES: OC1C=CC(C(OCC)=O)=CC=1.C(=O)([O-])[O-].[K+].[K+].[I-].[K+].C1(Br)CC1.[CH:25]1([O:28][C:29]2[CH:39]=[CH:38][C:32]([C:33]([O:35]CC)=[O:34])=[CH:31][CH:30]=2)[CH2:27][CH2:26]1>CN(C)C=O>[CH:25]1([O:28][C:29]2[CH:39]=[CH:38][C:32]([C:33]([OH:35])=[O:34])=[CH:31][CH:30]=2)[CH2:27][CH2:26]1 |f:1.2.3,4.5|. Reported procedure: The intermediate 4-cyclopropyloxybenzoic acid was prepared as follows: A 66.5 g. portion of ethyl 4-hydroxybenzoate was dissolved in 800 ml. of dimethylformamide and to the solution was added 83.0 g. of anhydrous potassium carbonate and 5 g. of potassium iodide. To the resulting stirred suspension was added 60.5 g. of cyclopropyl bromide. The stirred reaction mixture was refluxed for 6 days and the hot reaction mixture was filtered to remove the inorganic solids which were washed well with dimet... Reactants: C(C)(=O)SCC(C(=O)O)CC1=CC=C(C=C1)C1=CC=CC=C1 (3-acetylthio-2-(4-phenylbenzyl)propionic acid), CN(C)C=O (DMF), S(=O)(Cl)Cl (thionyl chloride). Reagents/catalysts: C1(=CC=CC=C1)C (toluene). The solvent is C1(=CC=CC=C1)C (toluene). Reaction conditions: time 18 hour. Yields the product C(C)(=O)SCC(C(=O)Cl)CC1=CC=C(C=C1)C1=CC=CC=C1 (3-Acetylthio-2-(4-Phenylbenzyl)Propionyl Chloride). RXN SMILES: [C:1]([S:4][CH2:5][CH:6]([CH2:10][C:11]1[CH:16]=[CH:15][C:14]([C:17]2[CH:22]=[CH:21][CH:20]=[CH:19][CH:18]=2)=[CH:13][CH:12]=1)[C:7](O)=[O:8])(=[O:3])[CH3:2].CN(C=O)C.S(Cl)([Cl:30])=O>C1(C)C=CC=CC=1>[C:1]([S:4][CH2:5][CH:6]([CH2:10][C:11]1[CH:16]=[CH:15][C:14]([C:17]2[CH:22]=[CH:21][CH:20]=[CH:19][CH:18]=2)=[CH:13][CH:12]=1)[C:7]([Cl:30])=[O:8])(=[O:3])[CH3:2]. Reported procedure: To 3-acetylthio-2-(4-phenylbenzyl)propionic acid (3.39 g, 10.8 mmole) in toluene (25 ml) add 1% DMF in toluene (2 drops) and thionyl chloride (1.2 ml, 1.65 g, 13.8 mmoles) and stir the resulting solution at room temperature for 18 hours. Concentrate the reaction mixture in vacuo, dissolve the residue in toluene (100 ml) and concentrate the solution in vacuo to give the title compound, a light brown oil (3.37 g). Starting materials: Cl (hydrochloric acid), S1C(=CC=C1)C(=O)C1=C(C=CC=C1)S(=O)(=O)N (2-(2-thienylcarbonyl)benzenesulfonamide), O (water), [BH4-].[Li+] (lithium tetrahydridoborate). Run in O1CCCC1 (tetrahydrofuran). Conditions: time 0.5 hour. Product: OC(C1=C(C=CC=C1)S(=O)(=O)N)C=1SC=CC1 (2-[hydroxy(2-thienyl)methyl]benzenesulfonamide). Yield: 99.3%. RXN SMILES: [S:1]1[CH:5]=[CH:4][CH:3]=[C:2]1[C:6]([C:8]1[CH:13]=[CH:12][CH:11]=[CH:10][C:9]=1[S:14]([NH2:17])(=[O:16])=[O:15])=[O:7].[BH4-].[Li+].O.Cl>O1CCCC1>[OH:7][CH:6]([C:2]1[S:1][CH:5]=[CH:4][CH:3]=1)[C:8]1[CH:13]=[CH:12][CH:11]=[CH:10][C:9]=1[S:14]([NH2:17])(=[O:15])=[O:16] |f:1.2|. Reported procedure: To a solution, at room temperature, of 0.5 g of the product of Example 3 dissolved in 30 mL of dry tetrahydrofuran was added 0.1 g of lithium tetrahydridoborate (LiBH4). After stirring for 0.5 hour, 30 mL of water was carefully added following by acidification with concentrated hydrochloric acid. The reaction was extracted with methylene chloride, washed with water and brine and dried (MgSO4). Filtration and concentration of the filtrate in vacuo afforded 0.5 g of the subject compound as a light... The reactants are C(C)(=O)C1=CC=C(C=C1)C=1C=2N(C=CC1C1=CC=C(C=C1)Cl)C(N(N2)CC=2C=NC(=CC2)C(F)(F)F)=O (8-(4-acetylphenyl)-7-(4-chlorophenyl)-2-((6-(trifluoromethyl)pyridin-3-yl)methyl)-[1,2,4]triazolo[4,3-a]pyridin-3(2H)-one), Cl.NO (hydroxylamine hydrochloride). Run in C1CCOC1 (THF), O (water), O (water). Conditions: time 108 hour. The product is ClC1=CC=C(C=C1)C1=C(C=2N(C=C1)C(N(N2)CC=2C=NC(=CC2)C(F)(F)F)=O)C2=CC=C(C=C2)C(C)=NO (7-(4-chlorophenyl)-8-(4-(1-(hydroxyimino)ethyl)phenyl)-2-((6-(trifluoromethyl)pyridin-3-yl)methyl)-[1,2,4]triazolo[4,3-a]pyridin-3(2H)-one). Reaction SMILES: [C:1]([C:4]1[CH:9]=[CH:8][C:7]([C:10]2[C:11]3[N:12]([C:23](=[O:37])[N:24]([CH2:26][C:27]4[CH:28]=[N:29][C:30]([C:33]([F:36])([F:35])[F:34])=[CH:31][CH:32]=4)[N:25]=3)[CH:13]=[CH:14][C:15]=2[C:16]2[CH:21]=[CH:20][C:19]([Cl:22])=[CH:18][CH:17]=2)=[CH:6][CH:5]=1)(=O)[CH3:2].Cl.[NH2:39][OH:40]>C1COCC1.O>[Cl:22][C:19]1[CH:18]=[CH:17][C:16]([C:15]2[CH:14]=[CH:13][N:12]3[C:23](=[O:37])[N:24]([CH2:26][C:27]4[CH:28]=[N:29][C:30]([C:33]([F:35])([F:34])[F:36])=[CH:31][CH:32]=4)[N:25]=[C:11]3[C:10]=2[C:7]2[CH:8]=[CH:9][C:4]([C:1](=[N:39][OH:40])[CH3:2])=[CH:5][CH:6]=2)=[CH:21][CH:20]=1 |f:1.2|. Procedure: To a stirred solution of 8-(4-acetylphenyl)-7-(4-chlorophenyl)-2-((6-(trifluoromethyl)pyridin-3-yl)methyl)-[1,2,4]triazolo[4,3-a]pyridin-3(2H)-one (43.3 mg, 0.083 mmol) in THF (2 mL) and water (2 mL) at room temperature was added hydroxylamine hydrochloride (11.5 mg, 0.17 mmol). After 108 h, the reaction mixture was diluted with water and extracted twice with EtOAc. The organic extracts are combined, dried (MgSO4), filtered and evaporated. Purification by preparative reverse phase HPLC (methanol... Starting materials: C(=O)(OC)C1=C(C=CC=C1)S(=O)(=O)N=C=O (2-Carbomethoxybenzenesulfonyl isocyanate), NC1=NC(=NC(=N1)NC)OCC(F)(F)F (2-Amino-4-methylamino-6-trifluoroethoxy-1,3,5-triazine). Run in C(Cl)Cl (methylene chloride). Conditions: time 8 hour. Yields the product CNC1=NC(=NC(=N1)OCC(F)(F)F)NC(=O)NS(=O)(=O)C1=C(C(=O)OC)C=CC=C1 (2-[[[4-(Methylamino)-6-(2,2,2-trifluoroethoxy)-1,3,5-triazin-2-yl]aminocarbonyl]aminosulfonyl]benzoic acid, methyl ester). Isolated yield 80.0%. Reaction SMILES: [C:1]([C:5]1[CH:10]=[CH:9][CH:8]=[CH:7][C:6]=1[S:11]([N:14]=[C:15]=[O:16])(=[O:13])=[O:12])([O:3][CH3:4])=[O:2].[NH2:17][C:18]1[N:23]=[C:22]([NH:24][CH3:25])[N:21]=[C:20]([O:26][CH2:27][C:28]([F:31])([F:30])[F:29])[N:19]=1>C(Cl)Cl>[CH3:25][NH:24][C:22]1[N:21]=[C:20]([O:26][CH2:27][C:28]([F:31])([F:29])[F:30])[N:19]=[C:18]([NH:17][C:15]([NH:14][S:11]([C:6]2[CH:7]=[CH:8][CH:9]=[CH:10][C:5]=2[C:1]([O:3][CH3:4])=[O:2])(=[O:12])=[O:13])=[O:16])[N:23]=1. Procedure: 2-Carbomethoxybenzenesulfonyl isocyanate (0.5 g) was dissolved in 5 ml of methylene chloride. The aminoheterocycle (0.46 g) prepared in Example 2 was added and the mixture was stirred overnight under nitrogen at room temperature. The resulting solids were filtered of, washed with methylene chloride and dried to give 0.54 g of ~80% pure subject compound; m.p. 195°-197° C. decomp. No attempt was made at further purification. The resulting product named above had the following characteristics: IR (... Starting materials: O[C@H]1CNCC1 ((R)-3-hydroxypyrrolidine), ClC1=NC=C(C=N1)[N+](=O)[O-] (2-chloro-5-nitropyrimidine). Yields the product [N+](=O)([O-])C=1C=NC(=NC1)N1C[C@@H](CC1)O ((R)—N-(5-nitro-pyrimidin-2-yl)-pyrrolidin-3-ol). As a reaction SMILES: [OH:1][C@@H:2]1[CH2:6][CH2:5][NH:4][CH2:3]1.Cl[C:8]1[N:13]=[CH:12][C:11]([N+:14]([O-:16])=[O:15])=[CH:10][N:9]=1>>[N+:14]([C:11]1[CH:10]=[N:9][C:8]([N:4]2[CH2:5][CH2:6][C@@H:2]([OH:1])[CH2:3]2)=[N:13][CH:12]=1)([O-:16])=[O:15]. Procedure: This compound was prepared with the same method described before using (R)-3-hydroxypyrrolidine and 2-chloro-5-nitropyrimidine to give (R)—N-(5-nitro-pyrimidin-2-yl)-pyrrolidin-3-ol. LCMS calcd for C8H10N4O3 m/e 210.19, obsd 211.0 (ES, M+H). Hydrogenation of the nitro compound, as above, provided (R)—N-(5-aminopyrimidin-2-yl)-pyrrolidin-3-ol. Reactants: CC1(C)OB(c2cccc3[nH]ncc23)OC1(C)C, CN(Cc1cc2nc(Cl)nc(N3CCOCC3)c2s1)S(=O)(=O)CCCCl. Product: CN(Cc1cc2nc(-c3cccc4[nH]ncc34)nc(N3CCOCC3)c2s1)S(=O)(=O)CCCCl. Reaction SMILES: [CH3:27][C:28]1([CH3:29])[C:30]([CH3:31])([CH3:32])[O:33][B:34]([c:35]2[c:36]3[cH:37][n:38][nH:39][c:40]3[cH:41][cH:42][cH:43]2)[O:44]1.[Cl:1][c:2]1[n:3][c:4]([N:21]2[CH2:22][CH2:23][O:24][CH2:25][CH2:26]2)[c:5]2[c:6]([n:7]1)[cH:8][c:9]([CH2:11][N:12]([S:13](=[O:14])(=[O:15])[CH2:16][CH2:17][CH2:18][Cl:19])[CH3:20])[s:10]2>>[c:2]1(-[c:35]2[c:36]3[cH:37][n:38][nH:39][c:40]3[cH:41][cH:42][cH:43]2)[n:3][c:4]([N:21]2[CH2:22][CH2:23][O:24][CH2:25][CH2:26]2)[c:5]2[c:6]([n:7]1)[cH:8][c:9]([CH2:11][N:12]([S:13](=[O:14])(=[O:15])[CH2:16][CH2:17][CH2:18][Cl:19])[CH3:20])[s:10]2. Reactants: Cl.CON (O-methyl-hydroxylamine hydrochloride), FC=1C=C(C=CC1N1CCN(CC1)C(C1=C(C=CC(=C1)S(=O)(=O)C)OC(C)C)=O)C(C)=O (1-{3-Fluoro-4-[4-(2-isopropoxy-5-methanesulfonyl-benzoyl)-piperazin-1-yl]-phenyl}-ethanone), C(C)(=O)[O-].[Na+] (sodium acetate). Solvent: C(C)O (ethanol), O (water), O (water). Conditions: time 8 hour. Yields the product CON=C(C)C1=CC(=C(C=C1)N1CCN(CC1)C(C1=C(C=CC(=C1)S(=O)(=O)C)OC(C)C)=O)F (1-{3-Fluoro-4-[4-(2-isopropoxy-5-methanesulfonyl-benzoyl)-piperazin-1-yl]-phenyl}-ethanone O-methyl-oxime). Reaction SMILES: [F:1][C:2]1[CH:3]=[C:4]([C:30](=O)[CH3:31])[CH:5]=[CH:6][C:7]=1[N:8]1[CH2:13][CH2:12][N:11]([C:14](=[O:29])[C:15]2[CH:20]=[C:19]([S:21]([CH3:24])(=[O:23])=[O:22])[CH:18]=[CH:17][C:16]=2[O:25][CH:26]([CH3:28])[CH3:27])[CH2:10][CH2:9]1.Cl.[CH3:34][O:35][NH2:36].C([O-])(=O)C.[Na+]>C(O)C.O>[CH3:34][O:35][N:36]=[C:30]([C:4]1[CH:5]=[CH:6][C:7]([N:8]2[CH2:9][CH2:10][N:11]([C:14](=[O:29])[C:15]3[CH:20]=[C:19]([S:21]([CH3:24])(=[O:22])=[O:23])[CH:18]=[CH:17][C:16]=3[O:25][CH:26]([CH3:28])[CH3:27])[CH2:12][CH2:13]2)=[C:2]([F:1])[CH:3]=1)[CH3:31] |f:1.2,3.4|. Reported procedure: 0.12 mmol of 1-{3-Fluoro-4-[4-(2-isopropoxy-5-methanesulfonyl-benzoyl)-piperazin-1-yl]-phenyl}-ethanone was dissolved in 1 ml of a 1:1 mixture of ethanol and water. 0.8 mmol of O-methyl-hydroxylamine hydrochloride was added, followed by 8.4 mmol of sodium acetate. The slurry was stirred overnight at room temperature, diluted with water, extracted with ethyl acetate, dried and concentrated. The resulting gum was triturated with diethyl ether/heptane to yield the title compound as a colorless soli...